From a dataset of the Open Reaction Database (ORD), a public repository of structured organic reaction records. describe an organic reaction: reactants, conditions, products, and yield Yields the product Fc1cc(Br)ccc1C1OCCO1. As a reaction SMILES: [CH3:26][c:27]1[cH:28][cH:29][cH:30][cH:31][cH:32]1.[F:1][c:2]1[c:3]([CH:4]=[O:5])[cH:6][cH:7][c:8]([Br:10])[cH:9]1.[OH:11][CH2:12][CH2:13][OH:14].[c:15]1([CH3:16])[cH:17][cH:18][c:19]([S:20]([OH:21])(=[O:22])=[O:23])[cH:24][cH:25]1>>[F:1][c:2]1[c:3]([CH:4]2[O:5][CH2:13][CH2:12][O:11]2)[cH:6][cH:7][c:8]([Br:10])[cH:9]1. The reactants are Cc1ccccc1, O=Cc1ccc(Br)cc1F, OCCO, Cc1ccc(S(=O)(=O)O)cc1. Starting materials: C(C)(C)(C)[Si](OCCOC=1C=C(CN(C=2NC3=CC(=C(C(=C3C(N2)=O)OC)OC)OC)C)C=CC1)(C)C (2-({3-[2-(tert-Butyl-dimethyl-silanyloxy)-ethoxy]-benzyl}-methyl-amino)-5,6,7-trimethoxy-1H-quinazolin-4-one), [N+](CCCC)(CCCC)(CCCC)CCCC.[F-] (Bu4NF). Solvent: C1CCOC1 (THF). Conditions: time 8 hour. Product: OCCOC=1C=C(CN(C=2NC3=CC(=C(C(=C3C(N2)=O)OC)OC)OC)C)C=CC1 (2-{[3-(2-Hydroxy-ethoxy)-benzyl]-methyl-amino}-5,6,7-trimethoxy-1H-quinazolin-4-one). Isolated yield 16.4%. RXN SMILES: C([Si](C)(C)[O:6][CH2:7][CH2:8][O:9][C:10]1[CH:11]=[C:12]([CH:33]=[CH:34][CH:35]=1)[CH2:13][N:14]([CH3:32])[C:15]1[NH:16][C:17]2[C:22]([C:23](=[O:25])[N:24]=1)=[C:21]([O:26][CH3:27])[C:20]([O:28][CH3:29])=[C:19]([O:30][CH3:31])[CH:18]=2)(C)(C)C.[N+](CCCC)(CCCC)(CCCC)CCCC.[F-]>C1COCC1>[OH:6][CH2:7][CH2:8][O:9][C:10]1[CH:11]=[C:12]([CH:33]=[CH:34][CH:35]=1)[CH2:13][N:14]([CH3:32])[C:15]1[NH:16][C:17]2[C:22]([C:23](=[O:25])[N:24]=1)=[C:21]([O:26][CH3:27])[C:20]([O:28][CH3:29])=[C:19]([O:30][CH3:31])[CH:18]=2 |f:1.2|. Procedure: Compound from step 4 (431 mg, 0.82 mmol) was dissolved in dry THF (15 mL). Bu4NF (0.82 mL, 1.0 M in THF) was added and the mixture was stirred overnight. The mixture was concentrated in vacuo. The residue was dissolved in hot MeOH and allowed to stand for crystallization. A small fraction of diethyl ether was added to induce crystallization. The solid was filtered and dried to give 56 mg (16.57%) of a white crystalline solid. mp 146.0–147.5° C.; 1H NMR (D2O-d2) δ 3.19 (s, 3 H), 3.86 (s, 3 H), 3.... The reactants are CCCCOCCOc1ccc(-c2ccc3c(c2)C=C(C(=O)Nc2ccc(SCc4cnnn4CCC)cc2)CCN3CC(C)C)cc1, ClCCl, O=C(OO)c1cccc(Cl)c1, [Na+], [Na+], O=S([O-])([O-])=S. The product is CCCCOCCOc1ccc(-c2ccc3c(c2)C=C(C(=O)Nc2ccc(S(=O)Cc4cnnn4CCC)cc2)CCN3CC(C)C)cc1. As a reaction SMILES: [CH2:1]([CH2:2][CH2:3][CH3:4])[O:5][CH2:6][CH2:7][O:8][c:9]1[cH:10][cH:11][c:12](-[c:15]2[cH:16][cH:17][c:18]3[c:19]([cH:48]2)[CH:20]=[C:21]([C:29](=[O:30])[NH:31][c:32]2[cH:33][cH:34][c:35]([S:38][CH2:39][c:40]4[cH:41][n:42][n:43][n:44]4[CH2:45][CH2:46][CH3:47])[cH:36][cH:37]2)[CH2:22][CH2:23][N:24]3[CH2:25][CH:26]([CH3:27])[CH3:28])[cH:13][cH:14]1.[CH2:67]([Cl:68])[Cl:69].[Cl:49][c:50]1[cH:51][cH:52][cH:53][c:54]([C:55]([O:56][OH:58])=[O:57])[cH:59]1.[Na+:65].[Na+:66].[S:60]([O-:61])([O-:62])(=[O:63])=[S:64]>>[CH2:1]([CH2:2][CH2:3][CH3:4])[O:5][CH2:6][CH2:7][O:8][c:9]1[cH:10][cH:11][c:12](-[c:15]2[cH:16][cH:17][c:18]3[c:19]([cH:48]2)[CH:20]=[C:21]([C:29](=[O:30])[NH:31][c:32]2[cH:33][cH:34][c:35]([S:38]([CH2:39][c:40]4[cH:41][n:42][n:43][n:44]4[CH2:45][CH2:46][CH3:47])=[O:57])[cH:36][cH:37]2)[CH2:22][CH2:23][N:24]3[CH2:25][CH:26]([CH3:27])[CH3:28])[cH:13][cH:14]1. Reactants: Cl (hydrochloric acid), NC1=NC(=CC(=N1)OC)C (2-amino-4-methoxy-6-methylpyrimidine), COC(OC)=O (dimethylcarbonate), [H-].[Na+] (sodium hydride). Run in O1CCCC1 (tetrahydrofuran). Run at temperature 25 celsius, time 1 hour. Yields the product COC1=NC(=NC(=C1)C)NC(OC)=O (Methyl (4-methoxy-6-methylpyrimidin-2-yl)carbamate). The yield is 76.2%. As a reaction SMILES: [NH2:1][C:2]1[N:7]=[C:6]([O:8][CH3:9])[CH:5]=[C:4]([CH3:10])[N:3]=1.[H-].[Na+].[CH3:13][O:14][C:15](=O)[O:16]C.Cl>O1CCCC1>[CH3:9][O:8][C:6]1[CH:5]=[C:4]([CH3:10])[N:3]=[C:2]([NH:1][C:15](=[O:16])[O:14][CH3:13])[N:7]=1 |f:1.2|. Procedure: To a suspension of 50 g of 2-amino-4-methoxy-6-methylpyrimidine in 1000 ml of tetrahydrofuran was added portionwise, under a nitrogen atmosphere, 42.8 g of 50% sodium hydride while cooling the reaction flask in an ice-water bath. After stirring one hour at 25° C., 58.5 g of dimethylcarbonate was added dropwise at 5° to 25° C. The suspension was stirred about 16 hours at ambient temperature, then 80 ml of concentrated hydrochloric acid was added dropwise while maintaining a reaction temperature o... As a reaction SMILES: [N+:1]([C:4]1[S:8][C:7]([S:9]([N:12]2[CH2:17][CH2:16][N:15]([C:18]3[N:23]=[CH:22][C:21]([C:24]([OH:33])([C:29]([F:32])([F:31])[F:30])[C:25]([F:28])([F:27])[F:26])=[CH:20][N:19]=3)[C@@H:14]([CH2:34][N:35]([CH2:40][CH:41]([CH3:43])[CH3:42])[S:36]([CH3:39])(=[O:38])=[O:37])[CH2:13]2)(=[O:11])=[O:10])=[CH:6][CH:5]=1)([O-])=O.C([O-])(O)=O.[Na+]>[Fe].C(O)(=O)C>[NH2:1][C:4]1[S:8][C:7]([S:9]([N:12]2[CH2:17][CH2:16][N:15]([C:18]3[N:23]=[CH:22][C:21]([C:24]([OH:33])([C:25]([F:28])([F:26])[F:27])[C:29]([F:32])([F:31])[F:30])=[CH:20][N:19]=3)[C@@H:14]([CH2:34][N:35]([CH2:40][CH:41]([CH3:43])[CH3:42])[S:36]([CH3:39])(=[O:38])=[O:37])[CH2:13]2)(=[O:10])=[O:11])=[CH:6][CH:5]=1 |f:1.2|. The solvent is C(C)(=O)O (acetic acid). The reagents and catalysts are [Fe] (iron). Reported procedure: A 20-mL vial was charged with N-(((2S)-4-((5-nitro-2-thiophenyl)sulfonyl)-1-(5-(2,2,2-trifluoro-1-hydroxy-1-(trifluoromethyl)ethyl)-2-pyrimidinyl)-2-piperazinyl)methyl)-N-(2-methylpropyl)methanesulfonamide (0.0916 g, 0.134 mmol), iron filings (0.0455 g, 0.815 mmol) and acetic acid (2 mL). The reaction mixture was heated at 50° C. for 20 min., then allowed to cool iii to room temperature. Saturated aqueous NaHCO3 (40 mL) was carefully added and the aqueous phase was extracted with EtOAc (2×20 mL)... Reactants: [N+](=O)([O-])C1=CC=C(S1)S(=O)(=O)N1C[C@@H](N(CC1)C1=NC=C(C=N1)C(C(F)(F)F)(C(F)(F)F)O)CN(S(=O)(=O)C)CC(C)C (N-(((2S)-4-((5-nitro-2-thiophenyl)sulfonyl)-1-(5-(2,2,2-trifluoro-1-hydroxy-1-(trifluoromethyl)ethyl)-2-pyrimidinyl)-2-piperazinyl)methyl)-N-(2-methylpropyl)methanesulfonamide), C(=O)(O)[O-].[Na+] (NaHCO3), iii. Conditions: temperature 50 celsius. The product is NC1=CC=C(S1)S(=O)(=O)N1C[C@@H](N(CC1)C1=NC=C(C=N1)C(C(F)(F)F)(C(F)(F)F)O)CN(S(=O)(=O)C)CC(C)C (N-(((2S)-4-((5-amino-2-thiophenyl)sulfonyl)-1-(5-(2,2,2-trifluoro-1-hydroxy-1-(trifluoromethyl)ethyl)-2-pyrimidinyl)-2-piperazinyl)methyl)-N-(2-methylpropyl)methanesulfonamide). Isolated yield 76.1%. The reactants are FC(C=1C=C(CN2N=NC(=C2C2=CC=CC=C2)C(=O)C=2C(=NOC2C2=C(C=CC=C2)Cl)C=O)C=C(C1)C(F)(F)F)(F)F (4-[1-(3,5-bis-trifluoromethyl-benzyl)-5-phenyl-1H-[1,2,3]triazole-4-carbonyl]-5-(2-chloro-phenyl)-isoxazole-3-carbaldehyde), C[Mg]Br (methylmagnesium bromide). Run in C(Cl)Cl (CH2Cl2), C1CCOC1 (THF). Run at temperature 0 celsius, time 2 hour. The product is FC(C=1C=C(CN2N=NC(=C2C2=CC=CC=C2)C(=O)C=2C(=NOC2C2=C(C=CC=C2)Cl)C(C)O)C=C(C1)C(F)(F)F)(F)F ([1-(3,5-bis-trifluoromethyl-benzyl)-5-phenyl-1H-[1,2,3]triazol-4-yl]-[5-(2-chloro-phenyl)-3-(1-hydroxy-ethyl)-isoxazol-4-yl]-methanone). The yield is 6.0%. RXN SMILES: [F:1][C:2]([F:42])([F:41])[C:3]1[CH:4]=[C:5]([CH:34]=[C:35]([C:37]([F:40])([F:39])[F:38])[CH:36]=1)[CH2:6][N:7]1[C:11]([C:12]2[CH:17]=[CH:16][CH:15]=[CH:14][CH:13]=2)=[C:10]([C:18]([C:20]2[C:21]([CH:32]=[O:33])=[N:22][O:23][C:24]=2[C:25]2[CH:30]=[CH:29][CH:28]=[CH:27][C:26]=2[Cl:31])=[O:19])[N:9]=[N:8]1.[CH3:43][Mg]Br>C1COCC1.C(Cl)Cl>[F:42][C:2]([F:1])([F:41])[C:3]1[CH:4]=[C:5]([CH:34]=[C:35]([C:37]([F:38])([F:39])[F:40])[CH:36]=1)[CH2:6][N:7]1[C:11]([C:12]2[CH:17]=[CH:16][CH:15]=[CH:14][CH:13]=2)=[C:10]([C:18]([C:20]2[C:21]([CH:32]([OH:33])[CH3:43])=[N:22][O:23][C:24]=2[C:25]2[CH:30]=[CH:29][CH:28]=[CH:27][C:26]=2[Cl:31])=[O:19])[N:9]=[N:8]1. Procedure: To a solution of 4-[1-(3,5-bis-trifluoromethyl-benzyl)-5-phenyl-1H-[1,2,3]triazole-4-carbonyl]-5-(2-chloro-phenyl)-isoxazole-3-carbaldehyde (75 mg, 0.12 mmol) in THF (0.6 mL) at −78° C. under N2, add methylmagnesium bromide (120 μL, 3.0 M in Et2O). Allow the reaction to warm to 0° C. and stir for two h., then quench the reaction with a saturated solution of NH4Cl (1 mL). Dilute the mixture with CH2Cl2 (1 mL), wash with H2O (1 mL) and brine (1 mL). Pass the organic layer through a Varian ChemElut...